Dataset: the Open Reaction Database (ORD), a public repository of structured organic reaction records. Task: describe an organic reaction: reactants, conditions, products, and yield Reactants: CN(C=1C=CC=C2C=C(NC12)C(=O)O)S(=O)(=O)C=1SC=CC1 (7-[methyl(2-thienylsulfonyl)amino]-1H-indole-2-carboxylic acid), N1(N=NC2=C1C=CC=C2)O (1H-1,2,3-benzotriazol-1-ol), N (ammonia), C(CC(O)(C(=O)O)CC(=O)O)(=O)O (citric acid), Cl.CN(CCCN=C=NCC)C (N-[3-(dimethylamino)propyl]-N′-ethylcarbodiimide hydrochloride). The solvent is CN(C=O)C (N,N-dimethylformamide), O (water). Conditions: temperature 50 celsius, time 20 minute. The product is CN(C=1C=CC=C2C=C(NC12)C(=O)N)S(=O)(=O)C=1SC=CC1 (7-[methyl(2-thienylsulfonyl)amino]-1H-indole-2-carboxamide). The yield is 66.9%. As a reaction SMILES: [CH3:1][N:2]([S:15]([C:18]1[S:19][CH:20]=[CH:21][CH:22]=1)(=[O:17])=[O:16])[C:3]1[CH:4]=[CH:5][CH:6]=[C:7]2[C:11]=1[NH:10][C:9]([C:12]([OH:14])=O)=[CH:8]2.[N:23]1(O)C2C=CC=CC=2N=N1.Cl.CN(C)CCCN=C=NCC.N.C(O)(=O)CC(CC(O)=O)(C(O)=O)O>O.CN(C)C=O>[CH3:1][N:2]([S:15]([C:18]1[S:19][CH:20]=[CH:21][CH:22]=1)(=[O:17])=[O:16])[C:3]1[CH:4]=[CH:5][CH:6]=[C:7]2[C:11]=1[NH:10][C:9]([C:12]([NH2:23])=[O:14])=[CH:8]2 |f:2.3|. Procedure details: To a mixture of 7-[methyl(2-thienylsulfonyl)amino]-1H-indole-2-carboxylic acid (17.20 g), 1H-1,2,3-benzotriazol-1-ol (8.29 g) and N,N-dimethylformamide (150 ml) was added N-[3-(dimethylamino)propyl]-N′-ethylcarbodiimide hydrochloride (11.8 g) at room temperature, and the mixture was stirred at 50° C. for 20 min. The mixture was allowed to cool to room temperature, and 28% aqueous ammonia (3.4 ml) was added. The reaction mixture was stirred at room temperature for 2 hr, and water was added. The m... Starting materials: Cc1cc(S(=O)[O-])ccc1Br, O=C([O-])[O-], CN(C)CCN, CS(C)=O, I[Cu]I, [K+], [K+], Nc1ccc(I)cn1, [Na+]. Product: Cc1cc(S(=O)(=O)c2ccc(N)nc2)ccc1Br. RXN SMILES: [Br:1][c:2]1[c:3]([CH3:11])[cH:4][c:5]([S:8](=[O:9])[O-:10])[cH:6][cH:7]1.[C:21](=[O:22])([O-:23])[O-:24].[CH3:27][N:28]([CH3:29])[CH2:30][CH2:31][NH2:32].[CH3:36][S:37]([CH3:38])=[O:39].[Cu:33]([I:34])[I:35].[K+:25].[K+:26].[NH2:13][c:14]1[n:15][cH:16][c:17]([I:20])[cH:18][cH:19]1.[Na+:12]>>[Br:1][c:2]1[c:3]([CH3:11])[cH:4][c:5]([S:8](=[O:9])(=[O:10])[c:17]2[cH:16][n:15][c:14]([NH2:13])[cH:19][cH:18]2)[cH:6][cH:7]1. The reactants are N(=O)[O-].[Na+] (sodium nitrite), Cl.OCCC(OCC)=N (ethyl 3-hydroxypropanimidate hydrochloride), N1=C(C=CC=C1)C#N (2-pyridinecarbonitrile), Cl (HCl), O.NN (hydrazine hydrate). The solvent is O (water). Conditions: temperature 90 celsius, time 1 hour. Yields the product N1=C(C=CC=C1)C1=NN=C(N=N1)CCO (2-(6-(Pyridin-2-yl)-1,2,4,5-tetrazin-3-yl)ethanol). As a reaction SMILES: Cl.O[CH2:3][CH2:4][C:5](=[NH:9])OCC.[N:10]1[CH:15]=[CH:14][CH:13]=[CH:12][C:11]=1[C:16]#[N:17].[OH2:18].[NH2:19][NH2:20].N([O-])=O.[Na+].Cl>O>[N:10]1[CH:15]=[CH:14][CH:13]=[CH:12][C:11]=1[C:16]1[N:17]=[N:9][C:5]([CH2:4][CH2:3][OH:18])=[N:20][N:19]=1 |f:0.1,3.4,5.6|. Procedure details: To a mixture of ethyl 3-hydroxypropanimidate hydrochloride (1 mmol, 153 mg) and 2-pyridinecarbonitrile (5 mmol, 520 mg) was added hydrazine hydrate (1 mL). After stirring at 90° C. for 1 hour, the mixture was cooled, diluted with water (10 mL), filtered, and to the filtrate was added sodium nitrite (10 mmol, 0.69 g) with stirring. To this pink solution was added 2% aqueous HCl dropwise on an ice bath until the solution reached a pH of 3. The solution was dried by rotary evaporation, the residue ... Starting materials: CC=1C=C(C=CC1OC(F)(F)F)C1CC(CN(C1)C(=O)N1CCOCC1)C(=O)O (5-[3-Methyl-4-(trifluoromethoxy)phenyl]-1-(morpholin-4-ylcarbonyl)piperidine-3-carboxylic acid), ON=C(C(C)C)N (N′-hydroxy-2-methylpropanimidamide). The product is CC=1C=C(C=CC1OC(F)(F)F)C1CN(CC(C1)C1=NC(=NO1)C(C)C)C(=O)N1CCOCC1 ({3-[3-Methyl-4-(trifluoromethoxy)phenyl]-5-[3-(propan-2-yl)-1,2,4-oxadiazol-5-yl]piperidin-1-yl}-(morpholin-4-yl)methanone). As a reaction SMILES: [CH3:1][C:2]1[CH:3]=[C:4]([CH:13]2[CH2:18][N:17]([C:19]([N:21]3[CH2:26][CH2:25][O:24][CH2:23][CH2:22]3)=[O:20])[CH2:16][CH:15]([C:27](O)=[O:28])[CH2:14]2)[CH:5]=[CH:6][C:7]=1[O:8][C:9]([F:12])([F:11])[F:10].O[N:31]=[C:32]([NH2:36])[CH:33]([CH3:35])[CH3:34]>>[CH3:1][C:2]1[CH:3]=[C:4]([CH:13]2[CH2:14][CH:15]([C:27]3[O:28][N:36]=[C:32]([CH:33]([CH3:35])[CH3:34])[N:31]=3)[CH2:16][N:17]([C:19]([N:21]3[CH2:26][CH2:25][O:24][CH2:23][CH2:22]3)=[O:20])[CH2:18]2)[CH:5]=[CH:6][C:7]=1[O:8][C:9]([F:11])([F:10])[F:12]. Reported procedure: 500 mg (1.15 mmol) of the compound from Example 167A and 130 mg (1.27 mmol) of N′-hydroxy-2-methylpropanimidamide were reacted according to the General Method 1. Yield: 286 mg (51% of theory) The reactants are BrC=1C(=C(NC1C)C(=O)OCC)C (ethyl 4-bromo-3,5-dimethyl-1H-pyrrole-2-carboxylate), [H-].[Na+] (NaH), CI (MeI). Run in C1CCOC1 (THF). Conditions: time 10 minute. The product is BrC=1C(=C(N(C1C)C)C(=O)OCC)C (ethyl 4-bromo-1,3,5-trimethyl-1H-pyrrole-2-carboxylate). RXN SMILES: [Br:1][C:2]1[C:3]([CH3:13])=[C:4]([C:8]([O:10][CH2:11][CH3:12])=[O:9])[NH:5][C:6]=1[CH3:7].[H-].[Na+].[CH3:16]I>C1COCC1>[Br:1][C:2]1[C:3]([CH3:13])=[C:4]([C:8]([O:10][CH2:11][CH3:12])=[O:9])[N:5]([CH3:16])[C:6]=1[CH3:7] |f:1.2|. Procedure details: To a solution of ethyl 4-bromo-3,5-dimethyl-1H-pyrrole-2-carboxylate (0.050 mL, 0.610 mmol) in THF (3 mL), was added NaH (36.6 mg, 0.914 mmol). The mixture was stirred for 10 min and then MeI (0.046 mL, 0.731 mmol) was added dropwise. The resulting mixture was stirred overnight. The reaction was quenched with sat. NH4Cl. The aqueous layer was extracted with EtOAc (3×). The combined organic layers were washed with brine (1×), dried (Na2SO4) and concentrated in vacuo. The residue was purified by f... Reactants: FC(C1=NC=NC=C1C(=O)OCC)(F)F (ethyl 4-trifluoromethylpyrimidine-5-carboxylate), C(C(C)C)(N)=NO (isobutyramide oxime), [O-]CC.[Na+] (sodium ethoxide). The solvent is C(C)O (ethanol). Conditions: temperature 0 celsius. Product: C(C)(C)C1=NOC(=N1)C=1C(=NC=NC1)C(F)(F)F (3-Isopropyl-5-(4-trifluoromethyl-5-pyrimidyl)-1,2,4-oxadiazole). RXN SMILES: [F:1][C:2]([F:15])([F:14])[C:3]1[C:8]([C:9]([O:11]CC)=O)=[CH:7][N:6]=[CH:5][N:4]=1.[C:16](=[N:21]O)([NH2:20])[CH:17]([CH3:19])[CH3:18].[O-]CC.[Na+]>C(O)C>[CH:17]([C:16]1[N:21]=[C:9]([C:8]2[C:3]([C:2]([F:1])([F:14])[F:15])=[N:4][CH:5]=[N:6][CH:7]=2)[O:11][N:20]=1)([CH3:19])[CH3:18] |f:2.3|. Procedure details: 2 g of ethyl 4-trifluoromethylpyrimidine-5-carboxylate and 1.56 g of isobutyramide oxime were initially charged in 15 ml of ethanol and cooled to 0° C. 10 ml of a 1.2 molar sodium ethoxide solution were added dropwise to this solution. The mixture was allowed to warm to room temperature over a period of one hour and then heated under reflux until the reaction, according to TLC, had ended. The reaction mixture was concentrated and the residue was taken up in saturated ammonium chloride solution a... Starting materials: C(=O)(C(F)(F)F)O (TFA), ClC1=C2C(=NC=C1C(F)(F)F)NC=C2NC(C2=NC=CC=C2)=O (N-(4-Chloro-5-(trifluoromethyl)-1H-pyrrolo[2,3-b]pyridin-3-yl)picolinamide), N1C[C@@H](CCC1)NC(OC(C)(C)C)=O ((R)-tert-butyl piperidin-3-ylcarbamate), CCN(C(C)C)C(C)C (DIEA). Run in CN1CCCC1=O (NMP), C(C)(=O)OCC (Ethyl acetate), C(Cl)Cl (DCM). Reaction conditions: time 1 hour. The product is Cl.N1=C(C=CC=C1)C(=O)N (picolinamide hydrochloride). Yield: 151.8%. RXN SMILES: [Cl:1]C1C(C(F)(F)F)=CN=C2NC=C([NH:15][C:16](=[O:23])[C:17]3[CH:22]=[CH:21][CH:20]=[CH:19][N:18]=3)C=12.N1CCC[C@@H](NC(=O)OC(C)(C)C)C1.CCN(C(C)C)C(C)C.C(O)(C(F)(F)F)=O>CN1C(=O)CCC1.C(Cl)Cl.C(OCC)(=O)C>[ClH:1].[N:18]1[CH:19]=[CH:20][CH:21]=[CH:22][C:17]=1[C:16]([NH2:15])=[O:23] |f:7.8|. Procedure details: N-(4-Chloro-5-(trifluoromethyl)-1H-pyrrolo[2,3-b]pyridin-3-yl)picolinamide (280 mg, 0.81 mmol), (R)-tert-butyl piperidin-3-ylcarbamate (490 mg, 2.42 mmol) and DIEA (0.28 mL, 1.61 mmol) in NMP (2 mL) were stirred at 156° C. (bath) for 10 hours. Ethyl acetate (20 mL) was added, the organic layer was washed with water (10 mL), brine (10 mL) and dried over sodium sulfate. After removal of the solvent, the residue was purified by C-18 reverse phase flash chromatography (Biotage SP4 unit, C-18 25M col... Starting materials: ( 2 ), C1(=CC=CC=C1)C1(OCCO1)CCCC(=O)O (4-(2-phenyl-1,3-dioxolan-2-yl)butanoic acid), C(C(=O)Cl)(=O)Cl (oxalyl dichloride). The reagents and catalysts are CN(C)C=O (DMF). The solvent is CCOCC (Et2O). Conditions: time 1 hour. Product: C1(=CC=CC=C1)C1(OCCO1)CCCC(=O)Cl (4-(2-phenyl-1,3-dioxolan-2-yl)butanoyl chloride). Yield: 100.0%. RXN SMILES: [C:1]1([C:7]2([CH2:12][CH2:13][CH2:14][C:15]([OH:17])=O)[O:11][CH2:10][CH2:9][O:8]2)[CH:6]=[CH:5][CH:4]=[CH:3][CH:2]=1.C(Cl)(=O)C([Cl:21])=O>CCOCC.CN(C=O)C>[C:1]1([C:7]2([CH2:12][CH2:13][CH2:14][C:15]([Cl:21])=[O:17])[O:11][CH2:10][CH2:9][O:8]2)[CH:6]=[CH:5][CH:4]=[CH:3][CH:2]=1. Procedure: Step AAH (2): To a solution of 4-(2-phenyl-1,3-dioxolan-2-yl)butanoic acid (490 mg, 2.07 mmol) in anhydrous Et2O (10 mL) was added oxalyl dichloride (526 mg, 4.15 mmol). Anhydrous DMF (2 drops) was added and the resulting mixture stirred at rt for 1 h. The crude reaction was concentrated in vacuo. The residue was diluted with toluene (10 mL) and reconcentrated to afford 4-(2-phenyl-1,3-dioxolan-2-yl)butanoyl chloride (2.07 mmol). As a reaction SMILES: [Br:1][c:2]1[cH:3][c:4]([NH2:5])[cH:6][c:7]([Br:9])[cH:8]1.[C:18]([OH:19])(=[O:20])[CH3:21].[CH:10](=[O:11])[c:12]1[cH:13][cH:14][cH:15][cH:16][cH:17]1.[Cl:22][CH:23]([Cl:24])[CH3:25]>>[Br:1][c:2]1[cH:3][c:4]([NH:5][CH2:10][c:12]2[cH:13][cH:14][cH:15][cH:16][cH:17]2)[cH:6][c:7]([Br:9])[cH:8]1. Reactants: Nc1cc(Br)cc(Br)c1, CC(=O)O, O=Cc1ccccc1, CC(Cl)Cl. Yields the product Brc1cc(Br)cc(NCc2ccccc2)c1.